This data is from the Open Reaction Database (ORD), a public repository of structured organic reaction records. The task is: describe an organic reaction: reactants, conditions, products, and yield Reactants: CCOc1ccc([N+](=O)[O-])cc1OCC, CCOc1cc([N+](=O)[O-])ccc1OC. The product is CCOc1ccc(N)cc1OCC. As a reaction SMILES: [CH2:15]([CH3:16])[O:17][c:18]1[c:19]([O:27][CH2:28][CH3:29])[cH:20][c:21]([N+:24]([O-:25])=[O:26])[cH:22][cH:23]1.[CH2:1]([O:2][c:3]1[cH:4][c:5]([N+:6]([O-:7])=[O:8])[cH:9][cH:10][c:11]1[O:12][CH3:13])[CH3:14]>>[CH2:15]([CH3:16])[O:17][c:18]1[c:19]([O:27][CH2:28][CH3:29])[cH:20][c:21]([NH2:24])[cH:22][cH:23]1. The reactants are O (water), C(C1=CC=CC=C1)OC1=C(CNC2=C(C=C(C(=O)OCC)C=C2)[N+](=O)[O-])C=C(C=C1)Br (Ethyl 4-[N-(2-benzyloxy-5-bromobenzyl)amino]3-nitrobenzoate), O (water). Reagents/catalysts: [Fe] (iron). Run in C(C)(=O)O (acetic acid). Run at time 16 hour. Yields the product C(C1=CC=CC=C1)OC1=C(CNC2=C(C=C(C(=O)OCC)C=C2)N)C=C(C=C1)Br (ethyl 4-[N-(2-benzyloxy-5-bromobenzyl)amino]-3-aminobenzoate). RXN SMILES: [CH2:1]([O:8][C:9]1[CH:30]=[CH:29][C:28]([Br:31])=[CH:27][C:10]=1[CH2:11][NH:12][C:13]1[CH:23]=[CH:22][C:16]([C:17]([O:19][CH2:20][CH3:21])=[O:18])=[CH:15][C:14]=1[N+:24]([O-])=O)[C:2]1[CH:7]=[CH:6][CH:5]=[CH:4][CH:3]=1.O>C(O)(=O)C.[Fe]>[CH2:1]([O:8][C:9]1[CH:30]=[CH:29][C:28]([Br:31])=[CH:27][C:10]=1[CH2:11][NH:12][C:13]1[CH:23]=[CH:22][C:16]([C:17]([O:19][CH2:20][CH3:21])=[O:18])=[CH:15][C:14]=1[NH2:24])[C:2]1[CH:3]=[CH:4][CH:5]=[CH:6][CH:7]=1. Procedure: Ethyl 4-[N-(2-benzyloxy-5-bromobenzyl)amino]3-nitrobenzoate (10 g) was dissolved in acetic acid (50 mL) (warming was required) and iron dust (6.92 g) was added followed by the addition of water (20 mL). There was an exothermic reaction (to 70° C.). The reaction mixture was stirred at ambient temperature for 16 hours, water (300 mL) was added and the mixture was extracted three times with ethyl acetate (100 mL each time). The combined extracts were washed consecutively with water (3×100 mL) and s... Starting materials: C1CCOC1, COC(=O)C(N)Cc1ccc(-c2c(C)cc(C(F)(F)F)n(C)c2=O)cc1, CCOC(C)=O, CCN(C(C)C)C(C)C, O=C(Cl)c1c(Cl)cccc1Cl, Cl. Yields the product COC(=O)C(Cc1ccc(-c2c(C)cc(C(F)(F)F)n(C)c2=O)cc1)NC(=O)c1c(Cl)cccc1Cl. RXN SMILES: [CH2:48]1[O:49][CH2:50][CH2:51][CH2:52]1.[CH3:2][O:3][C:4]([CH:5]([NH2:6])[CH2:7][c:8]1[cH:9][cH:10][c:11](-[c:14]2[c:15](=[O:26])[n:16]([CH3:25])[c:17]([C:21]([F:22])([F:23])[F:24])[cH:18][c:19]2[CH3:20])[cH:12][cH:13]1)=[O:27].[CH3:53][CH2:54][O:55][C:56](=[O:57])[CH3:58].[CH:39]([N:40]([CH2:41][CH3:42])[CH:43]([CH3:44])[CH3:45])([CH3:46])[CH3:47].[Cl:28][c:29]1[c:30]([C:31](=[O:32])[Cl:33])[c:34]([Cl:38])[cH:35][cH:36][cH:37]1.[ClH:1]>>[CH3:2][O:3][C:4]([CH:5]([NH:6][C:31]([c:30]1[c:29]([Cl:28])[cH:37][cH:36][cH:35][c:34]1[Cl:38])=[O:32])[CH2:7][c:8]1[cH:9][cH:10][c:11](-[c:14]2[c:15](=[O:26])[n:16]([CH3:25])[c:17]([C:21]([F:22])([F:23])[F:24])[cH:18][c:19]2[CH3:20])[cH:12][cH:13]1)=[O:27]. Starting materials: CCO, Cc1ccccc1, Nc1ccccc1CO, O=CC(Cl)(Cl)Cl. The product is ClC(Cl)(Cl)C1Nc2ccccc2CO1. As a reaction SMILES: [CH3:16][CH2:17][OH:18].[CH3:19][c:20]1[cH:21][cH:22][cH:23][cH:24][cH:25]1.[NH2:1][c:2]1[c:3]([CH2:4][OH:5])[cH:6][cH:7][cH:8][cH:9]1.[O:10]=[CH:11][C:12]([Cl:13])([Cl:14])[Cl:15]>>[NH:1]1[c:2]2[c:3]([cH:6][cH:7][cH:8][cH:9]2)[CH2:4][O:5][CH:11]1[C:12]([Cl:13])([Cl:14])[Cl:15].